From a dataset of the Open Reaction Database (ORD), a public repository of structured organic reaction records. describe an organic reaction: reactants, conditions, products, and yield Starting materials: CC(C)(C)OC(=O)C=O, O, CC#CCSC1NC(=O)C1NC(c1ccccc1)(c1ccccc1)c1ccccc1, c1ccccc1. Yields the product CC#CCSC1C(NC(c2ccccc2)(c2ccccc2)c2ccccc2)C(=O)N1C(O)C(=O)OC(C)(C)C. As a reaction SMILES: [C:31]([CH:32]=[O:33])(=[O:34])[O:35][C:36]([CH3:37])([CH3:38])[CH3:39].[OH2:40].[c:1]1([C:7]([c:8]2[cH:9][cH:10][cH:11][cH:12][cH:13]2)([c:14]2[cH:15][cH:16][cH:17][cH:18][cH:19]2)[NH:20][CH:21]2[C:22](=[O:30])[NH:23][CH:24]2[S:25][CH2:26][C:27]#[C:28][CH3:29])[cH:2][cH:3][cH:4][cH:5][cH:6]1.[cH:41]1[cH:42][cH:43][cH:44][cH:45][cH:46]1>>[c:1]1([C:7]([c:8]2[cH:9][cH:10][cH:11][cH:12][cH:13]2)([c:14]2[cH:15][cH:16][cH:17][cH:18][cH:19]2)[NH:20][CH:21]2[C:22](=[O:30])[N:23]([CH:32]([C:31](=[O:34])[O:35][C:36]([CH3:37])([CH3:38])[CH3:39])[OH:33])[CH:24]2[S:25][CH2:26][C:27]#[C:28][CH3:29])[cH:2][cH:3][cH:4][cH:5][cH:6]1. Reactants: O (water), C1=C2N(C=N1)[C@@H](CC2)C2=C(C=C(C#N)C=C2)F ((S)-4-(6,7-dihydro-5H-pyrrolo[1,2-c]imidazol-5-yl)-3-fluorobenzonitrile), C(C)(C)(C)OO (tert-butyl hydroperoxide). The reagents and catalysts are [Fe](Cl)(Cl)Cl (iron(III) chloride). The solvent is N1=CC=CC=C1 (pyridine). Conditions: time 5 hour. Product: FC=1C=C(C#N)C=CC1[C@@H]1CC(C=2N1C=NC2)=O (3-fluoro-4-((S)-7-oxo-6,7-dihydro-5H-pyrrolo[1,2-c]imidazol-5-yl)-benzonitrile). Isolated yield 23.6%. Reaction SMILES: O.[CH:2]1[N:6]=[CH:5][N:4]2[C@H:7]([C:10]3[CH:17]=[CH:16][C:13]([C:14]#[N:15])=[CH:12][C:11]=3[F:18])[CH2:8][CH2:9][C:3]=12.C([O:23]O)(C)(C)C>[Fe](Cl)(Cl)Cl.N1C=CC=CC=1>[F:18][C:11]1[CH:12]=[C:13]([CH:16]=[CH:17][C:10]=1[C@H:7]1[N:4]2[CH:5]=[N:6][CH:2]=[C:3]2[C:9](=[O:23])[CH2:8]1)[C:14]#[N:15]. Procedure: To a 500 mL round-bottomed flask equipped with a water condensor is added (S)-4-(6,7-dihydro-5H-pyrrolo[1,2-c]imidazol-5-yl)-3-fluorobenzonitrile (6.0 g, 26.3 mmol) and pyridine (32.6 mL). To the solution is added iron(III) chloride (0.21 g, 1.32 mmol and tert-butyl hydroperoxide (10.9 mL, 79 mmol). The reaction is heated to reflux and stirred for 5 hours. The reaction is allowed to cool to room temperature and is then filtered through celite. The collect filtrate is concentrated under reduced p... The reactants are FCC1(NC(COC1)=O)C1=CC=CC(=N1)NC(=O)C1=NC=C(C=C1)Cl (5-chloro-pyridine-2-carboxylic acid [6-(3-fluoromethyl-5-oxo-morpholin-3-yl)-pyridin-2-yl]-amide), COC=1C=CC(=CC1)P2(=S)SP(=S)(S2)C=3C=CC(=CC3)OC (Lawesson's reagent). Run in C1CCOC1 (THF). Product: FCC1(NC(COC1)=S)C1=CC=CC(=N1)NC(=O)C1=NC=C(C=C1)Cl (5-Chloro-pyridine-2-carboxylic acid [6-(3-fluoromethyl-5-thioxo-morpholin-3-yl)-pyridin-2-yl]-amide). Reaction SMILES: [F:1][CH2:2][C:3]1([C:10]2[N:15]=[C:14]([NH:16][C:17]([C:19]3[CH:24]=[CH:23][C:22]([Cl:25])=[CH:21][N:20]=3)=[O:18])[CH:13]=[CH:12][CH:11]=2)[CH2:8][O:7][CH2:6][C:5](=O)[NH:4]1.COC1C=CC(P2(SP(C3C=CC(OC)=CC=3)(=S)S2)=[S:35])=CC=1>C1COCC1>[F:1][CH2:2][C:3]1([C:10]2[N:15]=[C:14]([NH:16][C:17]([C:19]3[CH:24]=[CH:23][C:22]([Cl:25])=[CH:21][N:20]=3)=[O:18])[CH:13]=[CH:12][CH:11]=2)[CH2:8][O:7][CH2:6][C:5](=[S:35])[NH:4]1. Procedure details: To a solution of 5-chloro-pyridine-2-carboxylic acid [6-(3-fluoromethyl-5-oxo-morpholin-3-yl)-pyridin-2-yl]-amide (0.24 g, 0.658 mmol) in THF (10.0 ml), Lawesson's reagent (0.798 g, 1.974 mmol) was added at rt and heated at reflux temperature for 24 h. Reaction mass was concentrated under reduced pressure. The crude compound was directly purified by column chromatography using 23% ethyl acetate in hexane to furnish title compound as off-white solid. Yield=0.19 g (72% [2 steps]). TLC (50% ethyl a... Reactants: OS(=O)(=O)[O-].[Na+] (NaHSO4), C(C)(C)(C)OC(=O)NC1C(CCC1)C(=O)O (2-[(tert-butoxycarbonyl)amino]cyclopentanecarboxylic acid), C(CCl)Cl (EDC), CC1(OC(=O)CC(=O)O1)C (Meldrum's acid). Reagents/catalysts: CN(C)C=1C=CN=CC1 (DMAP). Solvent: CCOC(=O)C (EtOAc), C(Cl)Cl (DCM). Conditions: time 18 hour. Yields the product O=C1CC(C2C(N1C(=O)OC(C)(C)C)CCC2)=O (tert-Butyl 2,4-dioxooctahydro-1H-cyclopenta[b]pyridine-1-carboxylate). Yield: 93.1%. Reaction SMILES: [C:1]([O:5][C:6]([NH:8][CH:9]1[CH2:13][CH2:12][CH2:11][CH:10]1[C:14]([OH:16])=O)=[O:7])([CH3:4])([CH3:3])[CH3:2].C(Cl)CCl.[CH3:21][C:22]1(C)OC(=O)CC(=O)[O:23]1.OS([O-])(=O)=O.[Na+]>C(Cl)Cl.CN(C1C=CN=CC=1)C.CCOC(C)=O>[O:23]=[C:22]1[N:8]([C:6]([O:5][C:1]([CH3:2])([CH3:3])[CH3:4])=[O:7])[CH:9]2[CH2:13][CH2:12][CH2:11][CH:10]2[C:14](=[O:16])[CH2:21]1 |f:3.4|. Procedure: To a stirred solution of 2-[(tert-butoxycarbonyl)amino]cyclopentanecarboxylic acid (0.24 g, 1.06 mmol) in DCM (4.5 mL) was added EDC (0.31 g, 1.59 mmol), DMAP (0.19 g, 1.59 mmol) and Meldrum's acid (0.15 g, 1.06 mmol). After stirring for 18 h at r.t., the reaction mixture was poured into aqueous 1M NaHSO4 solution (5 mL) and extracted with DCM (3×20 mL). The combined organics were dried over MgSO4, filtered and concentrated in vacuo to give a clear yellow oil which was dissolved in EtOAc (5 mL) ... The yield is 100.0%. RXN SMILES: [OH:1][C:2]1[CH:7]=[CH:6][C:5]([CH2:8][CH2:9][C:10]([OH:12])=[O:11])=[CH:4][CH:3]=1.[CH2:13](Br)[C:14]1[CH:19]=[CH:18][CH:17]=[CH:16][CH:15]=1.Cl>C1COCC1.[N+](CCCC)(CCCC)(CCCC)CCCC.[O-]S(O)(=O)=O>[CH2:13]([O:1][C:2]1[CH:3]=[CH:4][C:5]([CH2:8][CH2:9][C:10]([OH:12])=[O:11])=[CH:6][CH:7]=1)[C:14]1[CH:19]=[CH:18][CH:17]=[CH:16][CH:15]=1 |f:4.5|. Product: C(C1=CC=CC=C1)OC1=CC=C(C=C1)CCC(=O)O (3-(4-benzyloxyphenyl)propionic acid). Reaction conditions: temperature 80 celsius, time 8 hour. Reagents/catalysts: [N+](CCCC)(CCCC)(CCCC)CCCC.[O-]S(=O)(=O)O (Bu4NHSO4). Run in C1CCOC1 (THF). Starting materials: aqueous solution, Cl (HCl), OC1=CC=C(C=C1)CCC(=O)O (3-(4-hydroxyphenyl)propionic acid), C(C1=CC=CC=C1)Br (benzyl bromide), aqueous solution. Procedure: A solution of 3-(4-hydroxyphenyl)propionic acid (20.0 g, 0.12 mol) and benzyl bromide (21.5 mL, 0.18 mol) in 155 mL of THF is added, at ambient temperature to a 1N aqueous solution of soda (301 mL). The phase transfer catalyst, Bu4NHSO4 (155 mg, 0.45 mmol), is finally added. The reaction medium is stirred overnight before being heated for 1 h at 80° C. After cooling down, 150 mL of a 1N aqueous solution of HCl is added slowly. After extraction with CH2Cl2, the organic phases are dried over MgSO4...